Dataset: the Open Reaction Database (ORD), a public repository of structured organic reaction records. Task: describe an organic reaction: reactants, conditions, products, and yield The product is COc1cccnc1Cn1c2c(c3cc(C#N)ccc31)CC(NC(=O)OC(C)C)C2. As a reaction SMILES: [CH3:32][OH:33].[Cl:1][c:2]1[c:3]([O:30][CH3:31])[c:4]([CH2:8][n:9]2[c:10]3[c:11]([c:12]4[cH:13][c:14]([C:18]#[N:19])[cH:15][cH:16][c:17]24)[CH2:20][CH:21]([NH:23][C:24]([O:25][CH:26]([CH3:27])[CH3:28])=[O:29])[CH2:22]3)[n:5][cH:6][cH:7]1.[OH2:34]>>[cH:2]1[c:3]([O:30][CH3:31])[c:4]([CH2:8][n:9]2[c:10]3[c:11]([c:12]4[cH:13][c:14]([C:18]#[N:19])[cH:15][cH:16][c:17]24)[CH2:20][CH:21]([NH:23][C:24]([O:25][CH:26]([CH3:27])[CH3:28])=[O:29])[CH2:22]3)[n:5][cH:6][cH:7]1. Reactants: CO, COc1c(Cl)ccnc1Cn1c2c(c3cc(C#N)ccc31)CC(NC(=O)OC(C)C)C2, O.